From a dataset of the Open Reaction Database (ORD), a public repository of structured organic reaction records. describe an organic reaction: reactants, conditions, products, and yield Starting materials: C(C1=CC=CC=C1)OC1=C(CNC)C=C(C=C1)Br (N-(2-benzyloxy-5-bromo benzyl)-N-methylamine), C(CCCCCCC)(=O)Cl (octanoyl chloride). Product: C(C1=CC=CC=C1)OC1=C(CN(C(CCCCCCC)=O)C)C=C(C=C1)Br (N-(2-Benzyloxy-5-bromo benzyl)-N-methyl-octanamide). As a reaction SMILES: [CH2:1]([O:8][C:9]1[CH:17]=[CH:16][C:15]([Br:18])=[CH:14][C:10]=1[CH2:11][NH:12][CH3:13])[C:2]1[CH:7]=[CH:6][CH:5]=[CH:4][CH:3]=1.[C:19](Cl)(=[O:27])[CH2:20][CH2:21][CH2:22][CH2:23][CH2:24][CH2:25][CH3:26]>>[CH2:1]([O:8][C:9]1[CH:17]=[CH:16][C:15]([Br:18])=[CH:14][C:10]=1[CH2:11][N:12]([CH3:13])[C:19](=[O:27])[CH2:20][CH2:21][CH2:22][CH2:23][CH2:24][CH2:25][CH3:26])[C:2]1[CH:3]=[CH:4][CH:5]=[CH:6][CH:7]=1. Procedure: In a manner similar to that of Example 37(e), by reacting 6 g (19.6 mmol) of N-(2-benzyloxy-5-bromo benzyl)-N-methylamine with 3.4 ml (19.6 mmol) of octanoyl chloride, and after purification by chromatography on a column of silica eluted with a heptane/ethyl acetate mixture (8/2), 8 g (95%) of the expected product are obtained in the form of a colorless oil. Starting materials: O=C([O-])O, CC(C)=O, Cl, [Na+], CCCCC1C(=CCCCCCC(=O)OC)C(=O)C2=C1O2. Product: CCCCC1C=C(Cl)C(=O)C1=CCCCCCC(=O)OC. As a reaction SMILES: [C:23](=[O:24])([O-:25])[OH:26].[CH3:28][C:29](=[O:30])[CH3:31].[ClH:22].[Na+:27].[O:1]1[C:2]2=[C:6]1[CH:5]([CH2:7][CH2:8][CH2:9][CH3:10])[C:4](=[CH:11][CH2:12][CH2:13][CH2:14][CH2:15][CH2:16][C:17](=[O:18])[O:19][CH3:20])[C:3]2=[O:21]>>[C:2]1([Cl:22])=[CH:6][CH:5]([CH2:7][CH2:8][CH2:9][CH3:10])[C:4](=[CH:11][CH2:12][CH2:13][CH2:14][CH2:15][CH2:16][C:17](=[O:18])[O:19][CH3:20])[C:3]1=[O:21]. Reactants: Cc1[nH]c(C(=O)Oc2c(F)c(F)c(F)c(F)c2F)cc1Br, CNC1CCN(c2cc(-c3nnn[nH]3)cc(Cl)n2)CC1. Product: Cc1[nH]c(C(=O)N(C)C2CCN(c3cc(-c4nnn[nH]4)cc(Cl)n3)CC2)cc1Br. RXN SMILES: [Br:21][c:22]1[cH:23][c:24]([C:28]([O:30][c:29]2[c:31]([F:32])[c:33]([F:34])[c:35]([F:36])[c:37]([F:38])[c:39]2[F:40])=[O:41])[nH:25][c:26]1[CH3:27].[Cl:1][c:2]1[cH:3][c:4](-[c:16]2[n:17][n:18][n:19][nH:20]2)[cH:5][c:6]([N:8]2[CH2:9][CH2:10][CH:11]([NH:14][CH3:15])[CH2:12][CH2:13]2)[n:7]1>>[Cl:1][c:2]1[cH:3][c:4](-[c:16]2[n:17][n:18][n:19][nH:20]2)[cH:5][c:6]([N:8]2[CH2:9][CH2:10][CH:11]([N:14]([CH3:15])[C:28]([c:24]3[cH:23][c:22]([Br:21])[c:26]([CH3:27])[nH:25]3)=[O:30])[CH2:12][CH2:13]2)[n:7]1. The reactants are BrC=1C=C(C=NC1)S(=O)(=O)N1C=C(C=C1C1=CC=CC=C1)CN(C(OCCCC)=O)C (butyl ({1-[(5-bromopyridin-3-yl)sulfonyl]-5-phenyl-1H-pyrrol-3-yl}methyl)methylcarbamate), CB(O)O (methylboronic acid), C([O-])([O-])=O.[K+].[K+] (potassium carbonate), C(O)([O-])=O.[Na+] (sodium hydrogencarbonate), C(C)(=O)OCC.Cl (hydrogen chloride-ethyl acetate). Reagents/catalysts: C=1C=CC(=CC1)[P](C=2C=CC=CC2)(C=3C=CC=CC3)[Pd]([P](C=4C=CC=CC4)(C=5C=CC=CC5)C=6C=CC=CC6)([P](C=7C=CC=CC7)(C=8C=CC=CC8)C=9C=CC=CC9)[P](C=1C=CC=CC1)(C=1C=CC=CC1)C=1C=CC=CC1 (tetrakis(triphenylphosphine)palladium). The solvent is O1CCOCC1 (1,4-dioxane), C(C)O (ethanol). Conditions: temperature 80 celsius, time 1 day. Product: Cl.Cl.CNCC1=CN(C(=C1)C1=CC=CC=C1)S(=O)(=O)C=1C=NC=C(C1)C (N-methyl-1-{1-[(5-methylpyridin-3-yl)sulfonyl]-5-phenyl-1H-pyrrol-3-yl}methanamine dihydrochloride). Yield: 39.0%. As a reaction SMILES: Br[C:2]1[CH:3]=[C:4]([S:8]([N:11]2[C:15]([C:16]3[CH:21]=[CH:20][CH:19]=[CH:18][CH:17]=3)=[CH:14][C:13]([CH2:22][N:23](C)[C:24](=O)OCCCC)=[CH:12]2)(=[O:10])=[O:9])[CH:5]=[N:6][CH:7]=1.[CH3:32]B(O)O.C(=O)([O-])[O-].[K+].[K+].C(=O)([O-])O.[Na+].C(OCC)(=O)C.[ClH:53]>C(O)C.C1C=CC([P]([Pd]([P](C2C=CC=CC=2)(C2C=CC=CC=2)C2C=CC=CC=2)([P](C2C=CC=CC=2)(C2C=CC=CC=2)C2C=CC=CC=2)[P](C2C=CC=CC=2)(C2C=CC=CC=2)C2C=CC=CC=2)(C2C=CC=CC=2)C2C=CC=CC=2)=CC=1.O1CCOCC1>[ClH:53].[ClH:53].[CH3:24][NH:23][CH2:22][C:13]1[CH:14]=[C:15]([C:16]2[CH:17]=[CH:18][CH:19]=[CH:20][CH:21]=2)[N:11]([S:8]([C:4]2[CH:5]=[N:6][CH:7]=[C:2]([CH3:32])[CH:3]=2)(=[O:9])=[O:10])[CH:12]=1 |f:2.3.4,5.6,7.8,12.13.14,^1:60,62,81,100|. Procedure details: Under an argon atmosphere, a mixture of ten-butyl ({1-[(5-bromopyridin-3-yl)sulfonyl]-5-phenyl-1H-pyrrol-3-yl}methyl)methylcarbamate (112 mg), methylboronic acid (18 mg), tetrakis(triphenylphosphine)palladium (23 mg), potassium carbonate (138 mg) and 1,4-dioxane (5 mL) was stirred at 80° C. for one day. The reaction mixture was poured into a saturated aqueous sodium hydrogencarbonate solution, and the mixture was extracted with ethyl acetate. The extract was washed with saturated brine, dried ov... Reactants: O1CCN(CC1)C=1C2=C(N=C(N1)C1=CC3=C(NC(N3)=O)C=C1)CNCC2 (5-(4-morpholino-5,6,7,8-tetrahydropyrido[3,4-d]pyrimidin-2-yl)-1H-benzo[d]imidazol-2(3H)-one), C(C)(C)N(C(C)C)CC (N,N-Diisopropylethylamine), ClC1=NC=CC=N1 (2-Chloropyrimidine), CN(C=O)C (N,N-Dimethylformamide). The product is O1CCN(CC1)C=1C2=C(N=C(N1)C1=CC3=C(NC(N3)=O)C=C1)CN(CC2)C2=NC=CC=N2 (5-(4-morpholino-7-(pyrimidin-2-yl)-5,6,7,8-tetrahydropyrido[3,4-d]pyrimidin-2-yl)-1H-benzo[d]imidazol-2(3H)-one). Reaction SMILES: [O:1]1[CH2:6][CH2:5][N:4]([C:7]2[C:8]3[CH2:26][CH2:25][NH:24][CH2:23][C:9]=3[N:10]=[C:11]([C:13]3[CH:22]=[CH:21][C:16]4[NH:17][C:18](=[O:20])[NH:19][C:15]=4[CH:14]=3)[N:12]=2)[CH2:3][CH2:2]1.Cl[C:28]1[N:33]=[CH:32][CH:31]=[CH:30][N:29]=1.CN(C)C=O.C(N(CC)C(C)C)(C)C>>[O:1]1[CH2:2][CH2:3][N:4]([C:7]2[C:8]3[CH2:26][CH2:25][N:24]([C:28]4[N:33]=[CH:32][CH:31]=[CH:30][N:29]=4)[CH2:23][C:9]=3[N:10]=[C:11]([C:13]3[CH:22]=[CH:21][C:16]4[NH:17][C:18](=[O:20])[NH:19][C:15]=4[CH:14]=3)[N:12]=2)[CH2:5][CH2:6]1. Procedure details: Step 3—Synthesis of compound ug: 5-(4-morpholino-5,6,7,8-tetrahydropyrido[3,4-d]pyrimidin-2-yl)-1H-benzo[d]imidazol-2(3H)-one (0.297 g, 0.843 mmol), 2-Chloropyrimidine (0.145 g, 1.27 mmol), N,N-Dimethylformamide (10.0 mL, 129 mmol) and N,N-Diisopropylethylamine (0.588 mL, 3.38 mmol) were combined. The reaction solution was microwaved on 300 watts, 120° C. for 30 minutes on a CEM microwave. The reaction solution was filtered and washed with dichloromethane. LC/MS-m/z+431.2 (M+H)+ Starting materials: C(C1=CC=CC=C1)OC(=O)NC(C(C(=O)N[C@@H](C)C(=O)N1[C@H](C(=O)O)CCC1)O)CC1=CC=CC=C1 ((S,S)-1-[N-[3-[(benzyloxycarbonyl)amino]-2-hydroxy-1-oxo-4-phenylbutyl]-L-alanyl]-L-proline), [H][H] (hydrogen). The reagents and catalysts are [Pd] (palladium on charcoal). Run in CO (methanol), O (water). Product: NC(C(C(=O)N[C@@H](C)C(=O)N1[C@H](C(=O)O)CCC1)O)CC1=CC=CC=C1 ((S,S)-1-[N-(3-Amino-2-hydroxy-1-oxo-4-phenyl-butyl)-L-alanyl]-L-proline). Yield: 89.4%. RXN SMILES: C(OC([NH:11][CH:12]([CH2:30][C:31]1[CH:36]=[CH:35][CH:34]=[CH:33][CH:32]=1)[CH:13]([OH:29])[C:14]([NH:16][C@H:17]([C:19]([N:21]1[CH2:28][CH2:27][CH2:26][C@H:22]1[C:23]([OH:25])=[O:24])=[O:20])[CH3:18])=[O:15])=O)C1C=CC=CC=1.[H][H]>CO.O.[Pd]>[NH2:11][CH:12]([CH2:30][C:31]1[CH:36]=[CH:35][CH:34]=[CH:33][CH:32]=1)[CH:13]([OH:29])[C:14]([NH:16][C@H:17]([C:19]([N:21]1[CH2:28][CH2:27][CH2:26][C@H:22]1[C:23]([OH:25])=[O:24])=[O:20])[CH3:18])=[O:15]. Reported procedure: Crude (S,S)-1-[N-[3-[(benzyloxycarbonyl)amino]-2-hydroxy-1-oxo-4-phenylbutyl]-L-alanyl]-L-proline (about 2 mmol) is dissolved in 50 ml of methanol and 25 ml of water. After sweeping the system with argon 0.5 g of 10% palladium on charcoal is added. While stirring, a slow stream of hydrogen is passed over the surface for eighteen hours. The catalyst is removed by filtration through diatomaceous earth and the pad is washed with methanol. The filtrate is taken to dryness in vacuo and methanol is ad...